Dataset: the Open Reaction Database (ORD), a public repository of structured organic reaction records. Task: describe an organic reaction: reactants, conditions, products, and yield Starting materials: CS(=O)(=O)Cl, ClCCl, N#N, N#Cc1ccc(N)cc1Cl, [Na+], [OH-], c1ccncc1. The product is CS(=O)(=O)Nc1ccc(C#N)c(Cl)c1. RXN SMILES: [CH3:17][S:18]([Cl:19])(=[O:20])=[O:21].[Cl:26][CH2:27][Cl:28].[N:22]#[N:23].[NH2:1][c:2]1[cH:3][c:4]([Cl:10])[c:5]([C:6]#[N:7])[cH:8][cH:9]1.[Na+:25].[OH-:24].[cH:11]1[cH:12][cH:13][n:14][cH:15][cH:16]1>>[NH:1]([c:2]1[cH:3][c:4]([Cl:10])[c:5]([C:6]#[N:7])[cH:8][cH:9]1)[S:18]([CH3:17])(=[O:20])=[O:21]. The reactants are OC1=C(C=C(C(=C1)NS(=O)(=O)C)OC1=CC=CC=C1)C(=O)C (methyl 2-hydroxy-4-methylsulfonylamino-5-phenoxyphenyl ketone), Cl (hydrochloric acid), COC=1C=C(C=O)C=CC1OC (3,4-dimethoxybenzaldehyde), [OH-].[Na+] (sodium hydroxide). Solvent: O (water), C(C)(=O)OCC (ethyl acetate), CO (methanol). Run at time 3 hour. Yields the product OC1=C(C=C(C(=C1)NS(=O)(=O)C)OC1=CC=CC=C1)C(=O)C=CC1=CC(=C(C=C1)OC)OC (2-(3,4-dimethoxyphenyl)vinyl 2-hydroxy-4-methylsulfonylamino-5-phenoxyphenyl ketone). Isolated yield 75.6%. RXN SMILES: [OH:1][C:2]1[CH:7]=[C:6]([NH:8][S:9]([CH3:12])(=[O:11])=[O:10])[C:5]([O:13][C:14]2[CH:19]=[CH:18][CH:17]=[CH:16][CH:15]=2)=[CH:4][C:3]=1[C:20]([CH3:22])=[O:21].[CH3:23][O:24][C:25]1[CH:26]=[C:27]([CH:30]=[CH:31][C:32]=1[O:33][CH3:34])[CH:28]=O.[OH-].[Na+].Cl>CO.O.C(OCC)(=O)C>[OH:1][C:2]1[CH:7]=[C:6]([NH:8][S:9]([CH3:12])(=[O:11])=[O:10])[C:5]([O:13][C:14]2[CH:19]=[CH:18][CH:17]=[CH:16][CH:15]=2)=[CH:4][C:3]=1[C:20]([CH:22]=[CH:28][C:27]1[CH:30]=[CH:31][C:32]([O:33][CH3:34])=[C:25]([O:24][CH3:23])[CH:26]=1)=[O:21] |f:2.3|. Procedure details: In 25 ml of methanol were suspended 2.0 g of methyl 2-hydroxy-4-methylsulfonylamino-5-phenoxyphenyl ketone and 1.03 g of 3,4-dimethoxybenzaldehyde. Thereto was added 5 ml of 50% aqueous sodium hydroxide. The mixture was stirred for 3 hours at room temperature. The reaction mixture was introduced into a mixture of 20 ml of ethyl acetate and 20 ml of water. The resulting mixture was adjusted to pH 2.0 with 4N hydrochloric acid. The resulting crystal was collected by filtration, washed with water a... Reactants: CC1=CC=CC=C1S (o-thiocresol), C1(CCO1)=O (β-propiolactone), C1(CCO1)=O (β-propiolactone). Run in C(C)#N (acetonitrile). Run at time 2 hour. The product is CC1=C(C=CC=C1)SCCC(=O)O (3-[(2-methylphenyl)sulfanyl]propanoic acid). Isolated yield 58.8%. RXN SMILES: [CH3:1][C:2]1[C:7]([SH:8])=[CH:6][CH:5]=[CH:4][CH:3]=1.[C:9]1(=[O:13])[O:12][CH2:11][CH2:10]1>C(#N)C>[CH3:1][C:2]1[CH:3]=[CH:4][CH:5]=[CH:6][C:7]=1[S:8][CH2:11][CH2:10][C:9]([OH:13])=[O:12]. Reported procedure: A solution of acetonitrile (30 mL) and o-thiocresol (5.0 g, 40 mmol) was heated to reflux. Neat β-propiolactone (2.8 mL, 40 mmol) was added dropwise over 5 min. Heating was continued at reflux for 20 h at which time additional β-propiolactone (2.8 mL, 40 mmol) was added in one portion. After heating for an additional 24 h, the reaction mixture was concentrated in vacuo. The resultting solid-oil mixture was treated at 23° C. with 2N aqueous NaOH (150 mL). This basic solution was washed with Et2O ... The reactants are C(CCC)C1=CC(=NN1)C(=O)O (5-Butyl-1H-pyrazol-3-carboxylic acid), S(O)(O)(=O)=O (sulfuric acid), [N+](=O)(O)[O-] (nitric acid). Solvent: ice. Reaction conditions: temperature 60 celsius. Product: C(CCC)C1=C(C(=NN1)C(=O)O)[N+](=O)[O-] (5-butyl-4-nitro-1H-pyrazol-3-carboxylic acid). Yield: 76.7%. Reaction SMILES: [CH2:1]([C:5]1[NH:9][N:8]=[C:7]([C:10]([OH:12])=[O:11])[CH:6]=1)[CH2:2][CH2:3][CH3:4].S(=O)(=O)(O)O.[N+:18]([O-])([OH:20])=[O:19]>>[CH2:1]([C:5]1[NH:9][N:8]=[C:7]([C:10]([OH:12])=[O:11])[C:6]=1[N+:18]([O-:20])=[O:19])[CH2:2][CH2:3][CH3:4]. Procedure details: 5-Butyl-1H-pyrazol-3-carboxylic acid (22.6 g, 134 mmol) was added portionwise to concentrated sulfuric acid (100 ml) at room temperature with stirring. The reaction mixture was then heated to 60° C. and concentrated nitric acid (70%, 23.7 ml, 376 mmol) was added dropwise, keeping the temperature at 60° C. The reaction was then stirred at 60° C. for 3 hours, cooled to room temperature and poured onto 50 ml of ice with stirring. After 15 minutes the pale yellow precipitate was isolated by filtrati... Reactants: CCOC(=O)c1cc2ccc(OC3CCN(C(C)C)CC3)cc2s1, C1CCOC1, CCO, Cl, [Na+], [OH-]. Reaction SMILES: [CH2:1]([CH3:2])[O:3][C:4](=[O:5])[c:6]1[cH:7][c:8]2[c:9]([s:10]1)[cH:11][c:12]([O:15][CH:16]1[CH2:17][CH2:18][N:19]([CH:22]([CH3:23])[CH3:24])[CH2:20][CH2:21]1)[cH:13][cH:14]2.[CH2:28]1[O:29][CH2:30][CH2:31][CH2:32]1.[CH3:33][CH2:34][OH:35].[ClH:27].[Na+:26].[OH-:25]>>[O:3]=[C:4]([OH:5])[c:6]1[cH:7][c:8]2[c:9]([s:10]1)[cH:11][c:12]([O:15][CH:16]1[CH2:17][CH2:18][N:19]([CH:22]([CH3:23])[CH3:24])[CH2:20][CH2:21]1)[cH:13][cH:14]2. Product: CC(C)N1CCC(Oc2ccc3cc(C(=O)O)sc3c2)CC1. The solvent is ClCCl (dichloromethane). Yield: 73.8%. Product: C(C1=CC=CC=C1)OC1=C(C=CC(=C1)C(CCCCCC)(C)C)/C=C/C(C)=O (trans-4-[2-Benzyloxy-4-(1,1-dimethylheptyl)-phenyl]-3-buten-2-one). Procedure details: A solution of 2-benzyloxy-4-(1,1-dimethylheptyl)benzaldehyde (65.2 g, 0.193 mole) and of 1-triphenylphosphoranylidene-2-propanone (62.0 g, 0.195 mole) in dichloromethane (195 ml) was heated at reflux for 20 hous. Another portion of 15.5 g yield (15.5 g, 0.047 mole) was added and heating at reflux continued for 24 hours. The reaction mixture was cooled, evaporated and diluted with ether. The resulting precipitate of triphenylphosphine oxide was removed by filtration. The crude oil was purified vi... Reaction conditions: time 24 hour. Reactants: C(C1=CC=CC=C1)OC1=C(C=O)C=CC(=C1)C(CCCCCC)(C)C (2-benzyloxy-4-(1,1-dimethylheptyl)benzaldehyde), C1(=CC=CC=C1)P(=CC(C)=O)(C1=CC=CC=C1)C1=CC=CC=C1 (1-triphenylphosphoranylidene-2-propanone). As a reaction SMILES: [CH2:1]([O:8][C:9]1[CH:16]=[C:15]([C:17]([CH3:25])([CH3:24])[CH2:18][CH2:19][CH2:20][CH2:21][CH2:22][CH3:23])[CH:14]=[CH:13][C:10]=1[CH:11]=O)[C:2]1[CH:7]=[CH:6][CH:5]=[CH:4][CH:3]=1.C1(P(C2C=CC=CC=2)(C2C=CC=CC=2)=[CH:33][C:34](=[O:36])[CH3:35])C=CC=CC=1>ClCCl>[CH2:1]([O:8][C:9]1[CH:16]=[C:15]([C:17]([CH3:25])([CH3:24])[CH2:18][CH2:19][CH2:20][CH2:21][CH2:22][CH3:23])[CH:14]=[CH:13][C:10]=1/[CH:11]=[CH:33]/[C:34](=[O:36])[CH3:35])[C:2]1[CH:7]=[CH:6][CH:5]=[CH:4][CH:3]=1. Reactants: CO, N#Cc1cc(C(F)(F)F)cc(C(F)(F)F)c1, [H][H], N, [Pd]. The product is NCc1cc(C(F)(F)F)cc(C(F)(F)F)c1. RXN SMILES: [CH3:21][OH:22].[F:1][C:2]([c:3]1[cH:4][c:5]([C:6]#[N:7])[cH:8][c:9]([C:11]([F:12])([F:13])[F:14])[cH:10]1)([F:15])[F:16].[H:18][H:19].[NH3:17].[Pd:20]>>[F:1][C:2]([c:3]1[cH:4][c:5]([CH2:6][NH2:7])[cH:8][c:9]([C:11]([F:12])([F:13])[F:14])[cH:10]1)([F:15])[F:16]. Starting materials: O=C([O-])[O-], CC(C)(C)OC(=O)NCCNS(=O)(=O)c1cc(Br)cc2cnccc12, C1COCCO1, CCOC(C)=O, [Cl-], [Na+], [Na+], [Na+], OB(O)c1ccccc1, c1ccc(P(c2ccccc2)(c2ccccc2)[Pd](P(c2ccccc2)(c2ccccc2)c2ccccc2)(P(c2ccccc2)(c2ccccc2)c2ccccc2)P(c2ccccc2)(c2ccccc2)c2ccccc2)cc1. The product is CC(C)(C)OC(=O)NCCNS(=O)(=O)c1cc(-c2ccccc2)cc2cnccc12. Reaction SMILES: [C:1](=[O:2])([O-:3])[O-:4].[C:7]([CH3:8])([CH3:9])([CH3:10])[O:11][C:12]([NH:13][CH2:14][CH2:15][NH:16][S:17](=[O:18])(=[O:19])[c:20]1[c:21]2[cH:22][cH:23][n:24][cH:25][c:26]2[cH:27][c:28]([Br:30])[cH:29]1)=[O:31].[CH2:43]1[O:44][CH2:45][CH2:46][O:47][CH2:48]1.[CH3:126][CH2:127][O:128][C:129]([CH3:130])=[O:131].[Cl-:41].[Na+:42].[Na+:5].[Na+:6].[OH:32][B:33]([OH:34])[c:35]1[cH:36][cH:37][cH:38][cH:39][cH:40]1.[cH:49]1[cH:50][cH:51][c:52]([P:53]([Pd:54]([P:55]([c:56]2[cH:57][cH:58][cH:59][cH:60][cH:61]2)([c:62]2[cH:63][cH:64][cH:65][cH:66][cH:67]2)[c:68]2[cH:69][cH:70][cH:71][cH:72][cH:73]2)([P:74]([c:75]2[cH:76][cH:77][cH:78][cH:79][cH:80]2)([c:81]2[cH:82][cH:83][cH:84][cH:85][cH:86]2)[c:87]2[cH:88][cH:89][cH:90][cH:91][cH:92]2)[P:93]([c:94]2[cH:95][cH:96][cH:97][cH:98][cH:99]2)([c:100]2[cH:101][cH:102][cH:103][cH:104][cH:105]2)[c:106]2[cH:107][cH:108][cH:109][cH:110][cH:111]2)([c:112]2[cH:113][cH:114][cH:115][cH:116][cH:117]2)[c:118]2[cH:119][cH:120][cH:121][cH:122][cH:123]2)[cH:124][cH:125]1>>[C:7]([CH3:8])([CH3:9])([CH3:10])[O:11][C:12]([NH:13][CH2:14][CH2:15][NH:16][S:17](=[O:18])(=[O:19])[c:20]1[c:21]2[cH:22][cH:23][n:24][cH:25][c:26]2[cH:27][c:28](-[c:35]2[cH:36][cH:37][cH:38][cH:39][cH:40]2)[cH:29]1)=[O:31]. Starting materials: CCCC[Sn](Cl)(CCCC)CCCC, C1CCOC1, CC(C)[Mg+], [Cl-], [Cl-], [Cl-], Cc1cc(-c2ccc(C(F)(F)F)cc2)nc(-n2cnc(I)c2)n1, [Li+], [NH4+]. Product: CCCC[Sn](CCCC)(CCCC)c1cn(-c2nc(C)cc(-c3ccc(C(F)(F)F)cc3)n2)cn1. Reaction SMILES: [CH2:31]([CH2:32][CH2:33][CH3:34])[Sn:35]([CH2:36][CH2:37][CH2:38][CH3:39])([CH2:40][CH2:41][CH2:42][CH3:43])[Cl:44].[CH2:47]1[O:48][CH2:49][CH2:50][CH2:51]1.[CH:27]([Mg+:28])([CH3:29])[CH3:30].[Cl-:24].[Cl-:26].[Cl-:45].[I:1][c:2]1[n:3][cH:4][n:5](-[c:7]2[n:8][c:9](-[c:14]3[cH:15][cH:16][c:17]([C:20]([F:21])([F:22])[F:23])[cH:18][cH:19]3)[cH:10][c:11]([CH3:13])[n:12]2)[cH:6]1.[Li+:25].[NH4+:46]>>[c:2]1([Sn:35]([CH2:31][CH2:32][CH2:33][CH3:34])([CH2:36][CH2:37][CH2:38][CH3:39])[CH2:40][CH2:41][CH2:42][CH3:43])[n:3][cH:4][n:5](-[c:7]2[n:8][c:9](-[c:14]3[cH:15][cH:16][c:17]([C:20]([F:21])([F:22])[F:23])[cH:18][cH:19]3)[cH:10][c:11]([CH3:13])[n:12]2)[cH:6]1. Reactants: C(C)(C)C1=C(C(=CC=C1)C(C)C)N=C=O (2,6-diisopropylphenyl isocyanate), C[Si](C)(C)N=[N+]=[N-] (trimethylsilyl azide), C1(=CC=CC=C1)C (toluene). The solvent is O (water). Reaction conditions: time 1 hour. Product: C(C)(C)C1=C(C(=CC=C1)C(C)C)N1N=NNC1=O (1-(2,6-diisopropylphenyl)-5-oxo-2-tetrazoline). RXN SMILES: [CH:1]([C:4]1[CH:9]=[CH:8][CH:7]=[C:6]([CH:10]([CH3:12])[CH3:11])[C:5]=1[N:13]=[C:14]=[O:15])([CH3:3])[CH3:2].C[Si]([N:20]=[N+:21]=[N-:22])(C)C.C1(C)C=CC=CC=1>O>[CH:1]([C:4]1[CH:9]=[CH:8][CH:7]=[C:6]([CH:10]([CH3:11])[CH3:12])[C:5]=1[N:13]1[C:14](=[O:15])[NH:22][N:21]=[N:20]1)([CH3:2])[CH3:3]. Procedure: 37.1 g of 2,6-diisopropylphenyl isocyanate and 50 ml of trimethylsilyl azide are stirred for 24 hours at +140° C. The mixture is then cooled to room temperature and stirred with 250 ml of toluene and with 250 ml of water. After 1 hour, the phases are separated and the aqueous phase is extracted with toluene. The combined organic phases are extracted four times with 250 ml of 15% sodium hydroxide solution each time, and then the aqueous phases are combined and washed with ether. After acidificati...